Dataset: the Open Reaction Database (ORD), a public repository of structured organic reaction records. Task: describe an organic reaction: reactants, conditions, products, and yield Reactants: ClC1=C(C=C(C#N)C=C1)[N+](=O)[O-] (4-chloro-3-nitrobenzonitrile), C(C)OP(OCC)(=O)C(C)N (1-aminoethanephosphonic acid diethyl ester). Yields the product C(C)OP(OCC)(=O)C(C)NC1=C(C=C(C=C1)C#N)[N+](=O)[O-] (1-[N-(2-nitro-4-cyanophenyl)amino]ethanephosphonic acid diethyl ester). Isolated yield 77.4%. Reaction SMILES: Cl[C:2]1[CH:9]=[CH:8][C:5]([C:6]#[N:7])=[CH:4][C:3]=1[N+:10]([O-:12])=[O:11].[CH2:13]([O:15][P:16]([CH:21]([NH2:23])[CH3:22])(=[O:20])[O:17][CH2:18][CH3:19])[CH3:14]>>[CH2:18]([O:17][P:16]([CH:21]([NH:23][C:2]1[CH:9]=[CH:8][C:5]([C:6]#[N:7])=[CH:4][C:3]=1[N+:10]([O-:12])=[O:11])[CH3:22])(=[O:20])[O:15][CH2:13][CH3:14])[CH3:19]. Reported procedure: 2.77 g (15.24 mmol) of 4-chloro-3-nitrobenzonitrile is stirred with 10.5 g (38 mmol) of 1-aminoethanephosphonic acid diethyl ester for 16 hours at 30° C. The reaction mixture is then chromatographed on silica gel with methylene chloride:ethanol=95:5 as eluant. 3.86 g (80% of theory) of 1-[N-(2-nitro-4-cyanophenyl)amino]ethanephosphonic acid diethyl ester is obtained. The reactants are C(C#C)Br (propargyl bromide), Cl (hydrochloric acid), aqueous solution, [OH-].[Na+] (sodium hydroxide), O=C(C(=O)[O-])C(C)C1=CC=C(C=C1)Cl.[Na+] (sodium 2-oxo-3-(p-chlorophenyl)butanoate). Reagents/catalysts: [Cl-].C(C)[N+](CC1=CC=CC=C1)(CC)CC (triethylbenzylammonium chloride). The solvent is O1CCCC1 (tetrahydrofuran). Yields the product O=C(C(=O)O)C(C#CC)C1=CC=C(C=C1)Cl (2-oxo-3-(p-chlorophenyl)-hexynoic acid). The yield is 66.0%. RXN SMILES: [OH-].[Na+].[O:3]=[C:4]([CH:8]([C:10]1[CH:15]=[CH:14][C:13]([Cl:16])=[CH:12][CH:11]=1)[CH3:9])[C:5]([O-:7])=[O:6].[Na+].[CH2:18](Br)[C:19]#C.Cl>[Cl-].C([N+](CC)(CC)CC1C=CC=CC=1)C.O1CCCC1>[O:3]=[C:4]([CH:8]([C:10]1[CH:11]=[CH:12][C:13]([Cl:16])=[CH:14][CH:15]=1)[C:9]#[C:18][CH3:19])[C:5]([OH:7])=[O:6] |f:0.1,2.3,6.7|. Procedure details: A 3N aqueous solution (1.0 ml) of sodium hydroxide and 5.0 ml of tetrahydrofuran were added to 0.57 g (2.4 mmoles) of sodium 2-oxo-3-(p-chlorophenyl)butanoate, and the mixture was stirred until a completely uniform solution formed. Then, 0.20 ml (2.7 mmoles) of propargyl bromide and 24 ml of triethylbenzylammonium chloride were added, and the mixture reacted at room temperature for 12 hours. The reaction mixture was acidified with 1N hydrochloric acid and extracted with ether. The ether layer wa... Reactants: CCCN, Cn1cnc2c(NCc3cccc(I)c3)nc(Cl)nc21. Product: CCCNc1nc(NCc2cccc(I)c2)c2ncn(C)c2n1. As a reaction SMILES: [CH2:21]([CH2:22][CH3:23])[NH2:24].[Cl:1][c:2]1[n:3][c:4]([NH:12][CH2:13][c:14]2[cH:15][c:16]([I:20])[cH:17][cH:18][cH:19]2)[c:5]2[n:6][cH:7][n:8]([CH3:11])[c:9]2[n:10]1>>[c:2]1([NH:24][CH2:21][CH2:22][CH3:23])[n:3][c:4]([NH:12][CH2:13][c:14]2[cH:15][c:16]([I:20])[cH:17][cH:18][cH:19]2)[c:5]2[n:6][cH:7][n:8]([CH3:11])[c:9]2[n:10]1. Reactants: C(C)(C)(C)OC(C(NC(=O)C1=CC=C2C(=CN=C(C2=C1)NC(=N)N)Cl)CC1=CC=CC=C1)=O (N-[(4-Chloro-1-guanidino-7-isoquinolinyl)carbonyl]-DL-phenylalanine t-butyl ester), C(F)(F)(F)C(=O)O (CF3CO2H). Run in C1(=CC=CC=C1)C (PhMe). The product is FC(C(=O)O)(F)F.ClC1=CN=C(C2=CC(=CC=C12)C(=O)NC(CC1=CC=CC=C1)C(=O)O)NC(=N)N (N-[(4-chloro-1-guanidino-7-isoquinolinyl)carbonyl]-DL-phenylalanine trifluoroacetate). Reaction SMILES: C([O:5][C:6](=[O:33])[CH:7]([CH2:26][C:27]1[CH:32]=[CH:31][CH:30]=[CH:29][CH:28]=1)[NH:8][C:9]([C:11]1[CH:20]=[C:19]2[C:14]([C:15]([Cl:25])=[CH:16][N:17]=[C:18]2[NH:21][C:22]([NH2:24])=[NH:23])=[CH:13][CH:12]=1)=[O:10])(C)(C)C.[C:34]([C:38]([OH:40])=[O:39])([F:37])([F:36])[F:35]>C1(C)C=CC=CC=1>[F:35][C:34]([F:37])([F:36])[C:38]([OH:40])=[O:39].[Cl:25][C:15]1[C:14]2[C:19](=[CH:20][C:11]([C:9]([NH:8][CH:7]([C:6]([OH:33])=[O:5])[CH2:26][C:27]3[CH:32]=[CH:31][CH:30]=[CH:29][CH:28]=3)=[O:10])=[CH:12][CH:13]=2)[C:18]([NH:21][C:22]([NH2:24])=[NH:23])=[N:17][CH:16]=1 |f:3.4|. Reported procedure: A solution of N-[(4-Chloro-1-guanidino-7-isoquinolinyl)carbonyl]-DL-phenylalanine t-butyl ester (210 mg, 0.48 mmol) in CF3CO2H (1 mL) was stirred at room temperature for 1 h. The solution was diluted with PhMe, evaporated in vacuo, and the residue was triturated with Et2O to give N-[(4-chloro-1-guanidino-7-isoquinolinyl)carbonyl]-DL-phenylalanine trifluoroacetate (196 mg, 0.37 mmol). Solvent: C(C)#N (acetonitrile). Procedure details: 150 mg (0.534 mmol) 2-Bromo-1-(pyridin-3-yl)-ethanone hydrobromide, 144.8 mg (0.534 mmol) of carbamimidoylsulfanyl-acetic acid tert-butyl ester hydrobromide and 207 mg (1.6 mmol) of diisopropylethylamine in 5 ml of acetonitrile were stirred at room temperature for 3 h. After evaporation, water and dichloromethane were added, the organic phase was separated, washed with water, dried, evaporated, and the product was purified by RP18 chromatography. Yield: 34 mg. Reactants: Br.BrCC(=O)C=1C=NC=CC1 (2-Bromo-1-(pyridin-3-yl)-ethanone hydrobromide), Br.C(C)(C)(C)OC(CSC(N)=N)=O (carbamimidoylsulfanyl-acetic acid tert-butyl ester hydrobromide), C(C)(C)N(CC)C(C)C (diisopropylethylamine). Reaction SMILES: Br.Br[CH2:3][C:4]([C:6]1[CH:7]=[N:8][CH:9]=[CH:10][CH:11]=1)=O.Br.[C:13]([O:17][C:18](=[O:24])[CH2:19][S:20][C:21](=[NH:23])[NH2:22])([CH3:16])([CH3:15])[CH3:14].C(N(C(C)C)CC)(C)C>C(#N)C>[C:13]([O:17][C:18](=[O:24])[CH2:19][S:20][C:21]1[NH:23][CH:3]=[C:4]([C:6]2[CH:7]=[N:8][CH:9]=[CH:10][CH:11]=2)[N:22]=1)([CH3:16])([CH3:14])[CH3:15] |f:0.1,2.3|. Yields the product C(C)(C)(C)OC(CSC=1NC=C(N1)C=1C=NC=CC1)=O ((4-(Pyridin-3-yl)-1H-imidazol-2-ylsulfanyl)-acetic acid tert -butyl ester). The reactants are CN1C(=O)C(Br)=C(c2c[nH]c3ccccc23)C1=O, O=C([O-])[O-], CI, [Cl-], [K+], [K+], [Na+], CN(C)C=O. Product: CN1C(=O)C(Br)=C(c2cn(C)c3ccccc23)C1=O. Reaction SMILES: [Br:9][C:10]1=[C:15]([c:16]2[cH:17][nH:18][c:19]3[cH:20][cH:21][cH:22][cH:23][c:24]23)[C:14](=[O:25])[N:13]([CH3:26])[C:11]1=[O:12].[C:1](=[O:2])([O-:3])[O-:4].[CH3:7][I:8].[Cl-:28].[K+:5].[K+:6].[Na+:27].[O:29]=[CH:30][N:31]([CH3:32])[CH3:33]>>[CH3:1][n:18]1[cH:17][c:16]([C:15]2=[C:10]([Br:9])[C:11](=[O:12])[N:13]([CH3:26])[C:14]2=[O:25])[c:24]2[c:19]1[cH:20][cH:21][cH:22][cH:23]2. Reactants: compound 303, [Li]CCCC (n-BuLi), C1CCOC1 (THF), hexanes ethyl acetate, N (ammonia), Cl (HCl), B(OC(C)C)(OC(C)C)OC(C)C (Triisopropyl borate), crude compound. Run in O (water). Run at time 1 hour. The product is COC1=CC=C(C=N1)B(O)O (6-Methoxypyridin-3-ylboronic acid). Reaction SMILES: [Li]CC[CH2:4][CH3:5].[B:6]([O:15]C(C)C)(OC(C)C)[O:7]C(C)C.Cl.[NH3:20].[CH2:21]1[CH2:25][O:24][CH2:23][CH2:22]1>O>[CH3:23][O:24][C:25]1[N:20]=[CH:5][C:4]([B:6]([OH:15])[OH:7])=[CH:22][CH:21]=1. Procedure: To a solution of compound 303 (20 g, 0.11 mole) in anhydrous THF (180 ml) was added dropwise n-BuLi (59 mL, 2M in THF) at −78° C., the resulting mixture was stirred for 1 h. Triisopropyl borate (37 mL) was added at −78° C. and the reaction mixture was warmed to room temperature and continued to stir overnight. TLC (hexanes/ethyl acetate=5:1) showed reaction complete. The mixture was adjusted pH to 3-4 with 4N HCl (90 ml). The precipitate was collected by filtration to afford crude compound R-3-1... Starting materials: C(C=1C(=CC=CC1)OC)=O (o-anisaldehyde), [Cl-].[NH4+] (ammonium chloride), C(CCC)[Li] (butyl lithium), CN(CCN(C)C)C (tetramethylethylenediamine), ClC1=C(C=CC=C1)OCOC (1-chloro-2-methoxymethoxybenzene). Run in O1CCCC1 (tetrahydrofuran). Conditions: temperature 0 celsius. Yields the product ClC=1C(=C(C=CC1)C(O)C1=C(C=CC=C1)OC)OCOC ((3-Chloro-2-methoxymethoxy-phenyl)(2-methoxyphenyl)methanol). Reaction SMILES: C([Li])CCC.CN(C)CCN(C)C.[Cl:14][C:15]1[CH:20]=[CH:19][CH:18]=[CH:17][C:16]=1[O:21][CH2:22][O:23][CH3:24].[CH:25](=[O:34])[C:26]1[C:27]([O:32][CH3:33])=[CH:28][CH:29]=[CH:30][CH:31]=1.[Cl-].[NH4+]>O1CCCC1>[Cl:14][C:15]1[C:16]([O:21][CH2:22][O:23][CH3:24])=[C:17]([CH:25]([C:26]2[CH:31]=[CH:30][CH:29]=[CH:28][C:27]=2[O:32][CH3:33])[OH:34])[CH:18]=[CH:19][CH:20]=1 |f:4.5|. Procedure details: A solution containing 69 ml of 1.6 N butyl lithium (0.11 mol) and 12.78 g (0.11 mol) of tetramethylethylenediamine was prepared under nitrogen and cooled to 0° C. To this was added, with stirring and cooling at 0° C., 16.83 g (0.098 mol) of 1-chloro-2-methoxymethoxybenzene. After 3 hours 13.34 g (0.098 mol) of o-anisaldehyde in 40 ml of anhydrous tetrahydrofuran was added slowly at 0°-5° C. and allowed to react. The product was then poured into a mixture of ice and saturated aqueous ammonium chl... The reagents and catalysts are [Pd] (palladium charcoal). RXN SMILES: C(OC([NH:11][C@H:12]([C:14]([NH:16][C@@H:17]([CH2:26][CH:27]([CH3:29])[CH3:28])[CH:18]([OH:25])[C:19]([O:21][CH:22]([CH3:24])[CH3:23])=[O:20])=[O:15])[CH3:13])=O)C1C=CC=CC=1.[ClH:30]>CO.[Pd]>[ClH:30].[NH2:11][C@H:12]([C:14]([NH:16][C@@H:17]([CH2:26][CH:27]([CH3:29])[CH3:28])[CH:18]([OH:25])[C:19]([O:21][CH:22]([CH3:23])[CH3:24])=[O:20])=[O:15])[CH3:13] |f:4.5|. Yields the product Cl.N[C@@H](C)C(=O)N[C@H](C(C(=O)OC(C)C)O)CC(C)C (isopropyl (2RS, 3S)-3-(L-alanyl)amino-2-hydroxy-5-methylhexanoate hydrochloride). Solvent: CO (methanol). Procedure: To a solution of 56 mg of the isopropyl hexanoate compound in 3ml of methanol were added 0.2 ml of a 2N-hydrochloric acid and 20 mg of a 10% of palladium charcoal, and the mixture was hydrogenated under a hydrogen atmosphere. After filtration of the catalyst, the filtrate was evaporated under reduced pressure to obtain 42 mg of isopropyl (2RS, 3S)-3-(L-alanyl)amino-2-hydroxy-5-methylhexanoate hydrochloride as a colorless viscous oil. Reactants: C(C1=CC=CC=C1)OC(=O)N[C@@H](C)C(=O)N[C@H](C(C(=O)OC(C)C)O)CC(C)C (isopropyl (2RS, 3S)-3-(N-benzyloxycarbonyl-L-alanyl)amino-2-hydroxy-5-methylhexanoate), Cl (hydrochloric acid).